describe an organic reaction: reactants, conditions, products, and yield From a dataset of the Open Reaction Database (ORD), a public repository of structured organic reaction records. Starting materials: solution, Cl (hydrochloric acid), BrC1=CC(=C(OC[C@@H]2CN(CCC2)C)C(=C1)C)C ((S)-3-(4-bromo-2,6-dimethylphenoxymethyl)-1-methylpiperidine). Run in CCOCC (ether), CCOCC (ether). Product: Cl.BrC1=CC(=C(OC[C@@H]2CN(CCC2)C)C(=C1)C)C ((S)-3-(4-bromo-2,6-dimethylphenoxymethyl)-1-methylpiperidine hydrochloride). The yield is 87.0%. Reaction SMILES: [Br:1][C:2]1[CH:16]=[C:15]([CH3:17])[C:5]([O:6][CH2:7][C@H:8]2[CH2:13][CH2:12][CH2:11][N:10]([CH3:14])[CH2:9]2)=[C:4]([CH3:18])[CH:3]=1.[ClH:19]>CCOCC>[ClH:19].[Br:1][C:2]1[CH:16]=[C:15]([CH3:17])[C:5]([O:6][CH2:7][C@H:8]2[CH2:13][CH2:12][CH2:11][N:10]([CH3:14])[CH2:9]2)=[C:4]([CH3:18])[CH:3]=1 |f:3.4|. Procedure: The (S)-3-(4-bromo-2,6-dimethylphenoxymethyl)-1-methylpiperidine was dissolved in ether (600 mL) and treated with a 1M solution of hydrochloric acid in ether (90 mL). The resulting white precipitate was filtered and dried in vacuo to give (S)-3-(4-bromo-2,6-dimethylphenoxymethyl)-1-methylpiperidine hydrochloride (25.5 g, 87%), m.p. 209.7-210.5° C. The reactants are Cl (hydrochloric acid), C(CC1=CC=CC=C1)S (Phenethylmercaptan), [OH-].[K+] (potassium hydroxide), ClCCO (2-Chloroethanol). Solvent: CO (methanol). Conditions: time 6 hour. The product is C1(=CC=CC=C1)CCSCCO (2-[(2-Phenylethyl)thio]ethanol). Yield: 68.2%. Reaction SMILES: [CH2:1]([SH:9])[CH2:2][C:3]1[CH:8]=[CH:7][CH:6]=[CH:5][CH:4]=1.[OH-].[K+].Cl[CH2:13][CH2:14][OH:15].Cl>CO>[C:3]1([CH2:2][CH2:1][S:9][CH2:13][CH2:14][OH:15])[CH:8]=[CH:7][CH:6]=[CH:5][CH:4]=1 |f:1.2|. Reported procedure: Phenethylmercaptan (2.0 g) and potassium hydroxide (0.81 g) in methanol (15 ml) were stirred together under nitrogen for 15 min. 2-Chloroethanol (2.33 g) was added and the solution stirred under nitrogen for 6 h. 2N hydrochloric acid was added to acidify the mixture to pH5, and the methanol evaporated in vacuo. The residue was partitioned between water (100 ml) and diethyl ether (100 ml) and separated. The aqueous phase was re-extracted with diethyl ether (100 ml) and the combined ethereal layer... Reactants: N#Cc1ccc(Cn2cncc2CCC(=O)O)cc1F, CCC1(c2cccc(O)c2)CCCCNC1, ClCCCl, CN1CCOCC1, CN(C)C=O, On1nnc2ccccc21. The product is CCC1(c2cccc(O)c2)CCCCN(C(=O)CCc2cncn2Cc2ccc(C#N)c(F)c2)C1. RXN SMILES: [C:1](#[N:2])[c:3]1[c:4]([F:20])[cH:5][c:6]([CH2:7][n:8]2[cH:9][n:10][cH:11][c:12]2[CH2:13][CH2:14][C:15](=[O:16])[OH:17])[cH:18][cH:19]1.[CH2:21]([CH3:22])[C:23]1([c:30]2[cH:31][c:32]([OH:36])[cH:33][cH:34][cH:35]2)[CH2:24][NH:25][CH2:26][CH2:27][CH2:28][CH2:29]1.[CH2:47]([Cl:48])[CH2:49][Cl:50].[CH3:51][N:52]1[CH2:53][CH2:54][O:55][CH2:56][CH2:57]1.[O:58]=[CH:59][N:60]([CH3:61])[CH3:62].[OH:37][n:38]1[c:39]2[c:40]([cH:41][cH:42][cH:43][cH:44]2)[n:45][n:46]1>>[C:1](#[N:2])[c:3]1[c:4]([F:20])[cH:5][c:6]([CH2:7][n:8]2[cH:9][n:10][cH:11][c:12]2[CH2:13][CH2:14][C:15](=[O:17])[N:25]2[CH2:24][C:23]([CH2:21][CH3:22])([c:30]3[cH:31][c:32]([OH:36])[cH:33][cH:34][cH:35]3)[CH2:29][CH2:28][CH2:27][CH2:26]2)[cH:18][cH:19]1.